The task is: describe an organic reaction: reactants, conditions, products, and yield. This data is from the Open Reaction Database (ORD), a public repository of structured organic reaction records. Starting materials: N (ammonia), ClS(=O)(=O)C1=C(C(=O)OC)C(=CC=C1)F (methyl 2-chlorosulfonyl-6-fluorobenzoate). Solvent: O1CCCC1 (tetrahydrofuran). Run at temperature 24 celsius. Product: Cl (hydrochloric acid), FC1=CC=CC2=C1C(NS2(=O)=O)=O (4-fluoro-1,2-benzisothiazol-3-one-1,1-dioxide). Reaction SMILES: [NH3:1].[Cl:2][S:3]([C:6]1[CH:15]=[CH:14][CH:13]=[C:12]([F:16])[C:7]=1[C:8](OC)=[O:9])(=[O:5])=[O:4]>O1CCCC1>[ClH:2].[F:16][C:12]1[C:7]2[C:8](=[O:9])[NH:1][S:3](=[O:5])(=[O:4])[C:6]=2[CH:15]=[CH:14][CH:13]=1. Reported procedure: AT 20 to 28° C. and while stirring, 42.5 g of ammonia was gassed into mixture of 252.6 g (1 mol) of methyl 2-chlorosulfonyl-6-fluorobenzoate in 700 ml of anhydrous tetrahydrofuran. After the mixture had been stirred for an hour at 25° C., the precipitate was filtered off, dissolved in water, and extracted once with ethyl acetate. Acidification of the aqueous phase with concentrated hydrochloric acid gave 4% of theory of 4-fluoro-1,2-benzisothiazol-3-one-1,1-dioxide of m.p. 210 to 212° C. Reactants: S1(NC(C2=C1C=CC=C2)=O)(=O)=O (1,2-benzisothiazol-3(2H)-one-1,1-dioxide), FC(C(=O)O)(F)F (trifluoroacetic acid). Reagents/catalysts: F[B-](F)(F)F.C(C)[N+](CC)(CC)CC (tetraethylammonium tetrafluoroborate). Solvent: C(Cl)Cl (methylene chloride). Product: OC1=CC=CC2=C1C(NS2(=O)=O)=O (4-hydroxy-1,2-benzisothiazol-3(2H)-one-1,1-dioxide). The yield is 58.0%. RXN SMILES: [S:1]1(=[O:12])(=[O:11])[C:5]2[CH:6]=[CH:7][CH:8]=[CH:9][C:4]=2[C:3](=[O:10])[NH:2]1.FC(F)(F)C(O)=[O:16]>C(Cl)Cl.F[B-](F)(F)F.C([N+](CC)(CC)CC)C>[OH:16][C:9]1[C:4]2[C:3](=[O:10])[NH:2][S:1](=[O:11])(=[O:12])[C:5]=2[CH:6]=[CH:7][CH:8]=1 |f:3.4|. Reported procedure: 4.6 g (25 mmol) of 1,2-benzisothiazol-3(2H)-one-1,1-dioxide (Saccharin®) were dissolved in a mixture of 65 ml of methylene chloride, 35 ml of trifluoroacetic acid and 2.1 g of tetraethylammonium tetrafluoroborate. The solution was electrolysed at ambient temperature in an electrolysis trough without any separation of the cathode and anode spaces (undivided cell) using a platinum coil (diameter of wire 1 mm, diameter of coil 0.5 cm, length of coil 7.5 cm) as cathode and a cylindrical platinum wir... Starting materials: ClCCl, CC1CCc2ncnc(N3CC4(CCN(C(=O)OC(C)(C)C)CC4)c4c3ccc(Cl)c4CN)c21, O=C1CCCC1. Yields the product CC1CCc2ncnc(N3CC4(CCN(C(=O)OC(C)(C)C)CC4)c4c3ccc(Cl)c4CNC3CCCC3)c21. As a reaction SMILES: [Cl:41][CH2:42][Cl:43].[NH2:7][CH2:8][c:9]1[c:10]2[c:14]([cH:15][cH:16][c:17]1[Cl:18])[N:13]([c:19]1[c:20]3[c:21]([n:22][cH:23][n:24]1)[CH2:25][CH2:26][CH:27]3[CH3:28])[CH2:12][C:11]21[CH2:29][CH2:30][N:31]([C:34](=[O:35])[O:36][C:37]([CH3:38])([CH3:39])[CH3:40])[CH2:32][CH2:33]1.[O:1]=[C:2]1[CH2:3][CH2:4][CH2:5][CH2:6]1>>[CH:2]1([NH:7][CH2:8][c:9]2[c:10]3[c:14]([cH:15][cH:16][c:17]2[Cl:18])[N:13]([c:19]2[c:20]4[c:21]([n:22][cH:23][n:24]2)[CH2:25][CH2:26][CH:27]4[CH3:28])[CH2:12][C:11]32[CH2:29][CH2:30][N:31]([C:34](=[O:35])[O:36][C:37]([CH3:38])([CH3:39])[CH3:40])[CH2:32][CH2:33]2)[CH2:3][CH2:4][CH2:5][CH2:6]1. The reactants are OC1=C(C=CC=C1)NC(C1=CC(=C(C=C1)C)OC)=O (N-(2-hydroxyphenyl)-3-methoxy-4-methylbenzamide), O.C1(=CC=C(C=C1)S(=O)(=O)O)C (p-toluenesulfonic acid monohydrate). Run in C1(=CC=CC=C1)C (toluene). Product: desired intermediate, COC=1C=C(C=CC1C)C=1OC2=C(N1)C=CC=C2 (2-(3-methoxy-4-methylphenyl)-1,3-benzoxazole). As a reaction SMILES: O[C:2]1[CH:7]=[CH:6][CH:5]=[CH:4][C:3]=1[NH:8][C:9](=[O:19])[C:10]1[CH:15]=[CH:14][C:13]([CH3:16])=[C:12]([O:17][CH3:18])[CH:11]=1.O.C1(C)C=CC(S(O)(=O)=O)=CC=1>C1(C)C=CC=CC=1>[CH3:18][O:17][C:12]1[CH:11]=[C:10]([C:9]2[O:19][C:2]3[CH:7]=[CH:6][CH:5]=[CH:4][C:3]=3[N:8]=2)[CH:15]=[CH:14][C:13]=1[CH3:16] |f:1.2|. Procedure: 3-Methoxy-4-methyl benzoic acid (1.2 g, 7.2 mmol) and thionyl chloride (10 mL) was heated to reflux conditions under argon until no starting material was observed by TLC. After cooling mixture to rt and concentration in vacuo, the resulting brown oil was dissolved in THF (15 mL) and slowly added to a cooled mixture of 2-aminophenol (780 mg, 7.1 mmol), diisopropylethyl amine (1.5 mL, 8.6 mmol) and THF (20 mL) at 0° C. Reaction mixture was allowed to warm to rt. After one hour, no starting materia... The reactants are FC1=CC=C(C=C1)C(C)=O (1-(4-fluorophenyl)ethanone), Cl.CNC (dimethylamine hydrochloride), C=O (paraformaldehyde), Cl (hydrochloric acid), C(C)O (ethanol). Yields the product Cl.FC1=CC=C(C=C1)CC(CN(C)C)=O (1-(4-fluorophenyl)-3-(dimethylamino)-propanone hydrochloride). Isolated yield 82.0%. RXN SMILES: [F:1][C:2]1[CH:7]=[CH:6][C:5](C(=O)C)=[CH:4][CH:3]=1.[ClH:11].[CH3:12][NH:13][CH3:14].[CH2:15]=O.Cl.[CH2:18]([OH:20])[CH3:19]>>[ClH:11].[F:1][C:2]1[CH:7]=[CH:6][C:5]([CH2:19][C:18](=[O:20])[CH2:12][N:13]([CH3:15])[CH3:14])=[CH:4][CH:3]=1 |f:1.2,6.7|. Procedure details: A mixture of 54 g of 1-(4-fluorophenyl)ethanone, 39.1 g of dimethylamine hydrochloride, 14.4 g of paraformaldehyde, and 10 ml of 36% hydrochloric acid was refluxed for 2 h in 500 ml of ethanol. The ethanol was evaporated and ethyl acetate was added, after which 79 g (82%) of 1-(4-fluorophenyl)-3-(dimethylamino)-propanone hydrochloride was obtained. Starting materials: NC=1C=C2NC(C(NC2=CC1C(F)(F)F)=O)=O (6-amino-7-trifluoromethyl-2,3(1H,4H)-quinoxalinedione), CC1(OC(CC1)(OC)C)OC (2,5-dimethyl-2,5-dimethoxytetrahydrofuran). Yields the product CC=1N(C(=CC1)C)C=1C=C2NC(C(NC2=CC1C(F)(F)F)=O)=O (6-(2,5-Dimethyl-1-pyrrolyl)-7-trifluoromethyl-2,3(1H,4H)-quinoxalinedione). RXN SMILES: [NH2:1][C:2]1[CH:3]=[C:4]2[C:9](=[CH:10][C:11]=1[C:12]([F:15])([F:14])[F:13])[NH:8][C:7](=[O:16])[C:6](=[O:17])[NH:5]2.[CH3:18][C:19]1(OC)[CH2:23][CH2:22][C:21]([CH3:26])(OC)O1>>[CH3:18][C:19]1[N:1]([C:2]2[CH:3]=[C:4]3[C:9](=[CH:10][C:11]=2[C:12]([F:15])([F:14])[F:13])[NH:8][C:7](=[O:16])[C:6](=[O:17])[NH:5]3)[C:21]([CH3:26])=[CH:22][CH:23]=1. Procedure details: 12.2 mmol of 6-amino-7-trifluoromethyl-2,3(1H,4H)-quinoxalinedione were reacted with 12.2 mmol of 2,5-dimethyl-2,5-dimethoxytetrahydrofuran by the method of Example 5d. Reactants: FC(C(=O)O)(F)F.NC(CC(=O)N1CCCC1)(C)C (3-amino-3-methyl-1-pyrrolidin-1-yl-butan-1-one trifluoroacetic acid), C([O-])([O-])=O.[K+].[K+] (potassium carbonate), BrCC(=O)N1[C@@H](C[C@@H](C1)F)C#N ((2S,4S)-1-(2-bromoacetyl)-4-fluoropyrrolidine-2-carbonitrile). Yield: 74.0%. RXN SMILES: FC(F)(F)C(O)=O.[NH2:8][C:9]([CH3:19])([CH3:18])[CH2:10][C:11]([N:13]1[CH2:17][CH2:16][CH2:15][CH2:14]1)=[O:12].C(=O)([O-])[O-].[K+].[K+].Br[CH2:27][C:28]([N:30]1[CH2:34][C@@H:33]([F:35])[CH2:32][C@H:31]1[C:36]#[N:37])=[O:29]>C1COCC1>[CH3:18][C:9]([NH:8][CH2:27][C:28]([N:30]1[CH2:34][C@@H:33]([F:35])[CH2:32][C@H:31]1[C:36]#[N:37])=[O:29])([CH3:19])[CH2:10][C:11](=[O:12])[N:13]1[CH2:17][CH2:16][CH2:15][CH2:14]1 |f:0.1,2.3.4|. Yields the product CC(CC(N1CCCC1)=O)(C)NCC(=O)N1[C@@H](C[C@@H](C1)F)C#N ((2S,4S)-1-[2-(1,1-dimethyl-3-oxo-3-pyrrolidin-1-yl-propylamino)-acetyl]-4-fluoro-pyrrolidine-2-carbonitrile). Reaction conditions: time 1 hour. Procedure: To a stirred solution of 3-amino-3-methyl-1-pyrrolidin-1-yl-butan-1-one trifluoroacetic acid (0.28 g, 1 mmol) in anhydrous THF (5 mL) was added potassium carbonate (0.55 g, 4 mmol). After stirred at room temperature for 1 h, the mixture was filtered through a Celite pad, and rinsed with ethyl acetate (5 mL). To the above filtrate was added (2S,4S)-1-(2-bromoacetyl)-4-fluoropyrrolidine-2-carbonitrile (0.12 g, 0.5 mmol) and the reaction mixture was stirred at room temperature under nitrogen for 12... Run in C1CCOC1 (THF). Starting materials: CC1(NC(CC(C1)=O)(C)C)C (2,2,6,6-tetramethyl-4-piperidone), [BH4-].[Na+] (sodium borohydride), al 1962. Yields the product CC1(NC(CC(C1)O)(C)C)C (2,2,6,6-tetramethyl-4-piperidinol). The yield is 99.0%. As a reaction SMILES: [CH3:1][C:2]1([CH3:11])[CH2:7][C:6](=[O:8])[CH2:5][C:4]([CH3:10])([CH3:9])[NH:3]1.[BH4-].[Na+]>>[CH3:1][C:2]1([CH3:11])[CH2:7][CH:6]([OH:8])[CH2:5][C:4]([CH3:10])([CH3:9])[NH:3]1 |f:1.2|. Procedure details: 2,2,6,6-tetramethyl-4-piperidinol was prepared by the reduction of 2,2,6,6-tetramethyl-4-piperidone (Aldrich) with sodium borohydride. It was purified by recrystallization from ligroin (bp 65-90). It formed colorless needles with mp 130-131; the reported mp is 128-131 (Lutz et al 1962). Starting materials: C1=CC=CC=2C3=CC=CC=C3C(=CC12)B(O)O (9-phenanthreneboronic acid), resultant suspension, BrC=1C=C(C=C(C1)Br)C1=NC(=NC(=N1)C1=CC=CC=C1)C1=CC=CC=C1 (2-(3,5-dibromophenyl)-4,6-diphenyl-1,3,5-triazine), C1(=CC=CC=C1)C (toluene). Reagents/catalysts: C=1C=CC(=CC1)[P](C=2C=CC=CC2)(C=3C=CC=CC3)[Pd]([P](C=4C=CC=CC4)(C=5C=CC=CC5)C=6C=CC=CC6)([P](C=7C=CC=CC7)(C=8C=CC=CC8)C=9C=CC=CC9)[P](C=1C=CC=CC1)(C=1C=CC=CC1)C=1C=CC=CC1 (tetrakis(triphenylphosphine)palladium). Run in C(C)O (ethanol). Product: C1(=CC=CC=C1)C1=NC(=NC(=N1)C1=CC=CC=C1)C1=CC(=CC(=C1)C=1C2=CC=CC=C2C=2C=CC=CC2C1)Br (4,6-diphenyl-2-[5-(9-phenanthryl)-3-bromophenyl]-1,3,5-triazine). Isolated yield 30.0%. Reaction SMILES: [CH:1]1[C:14]2[CH:13]=[C:12](B(O)O)[C:11]3[C:6](=[CH:7][CH:8]=[CH:9][CH:10]=3)[C:5]=2[CH:4]=[CH:3][CH:2]=1.[Br:18][C:19]1[CH:20]=[C:21]([C:26]2[N:31]=[C:30]([C:32]3[CH:37]=[CH:36][CH:35]=[CH:34][CH:33]=3)[N:29]=[C:28]([C:38]3[CH:43]=[CH:42][CH:41]=[CH:40][CH:39]=3)[N:27]=2)[CH:22]=[C:23](Br)[CH:24]=1.C1(C)C=CC=CC=1>C1C=CC([P]([Pd]([P](C2C=CC=CC=2)(C2C=CC=CC=2)C2C=CC=CC=2)([P](C2C=CC=CC=2)(C2C=CC=CC=2)C2C=CC=CC=2)[P](C2C=CC=CC=2)(C2C=CC=CC=2)C2C=CC=CC=2)(C2C=CC=CC=2)C2C=CC=CC=2)=CC=1.C(O)C>[C:38]1([C:28]2[N:29]=[C:30]([C:32]3[CH:37]=[CH:36][CH:35]=[CH:34][CH:33]=3)[N:31]=[C:26]([C:21]3[CH:22]=[C:23]([C:12]4[C:11]5[C:6]([C:5]6[CH:4]=[CH:3][CH:2]=[CH:1][C:14]=6[CH:13]=4)=[CH:7][CH:8]=[CH:9][CH:10]=5)[CH:24]=[C:19]([Br:18])[CH:20]=3)[N:27]=2)[CH:39]=[CH:40][CH:41]=[CH:42][CH:43]=1 |^1:54,56,75,94|. Procedure: In a stream of argon, 0.71 g (3.21 mmol) of 9-phenanthreneboronic acid, 1.50 g (3.21 mmol) of 2-(3,5-dibromophenyl)-4,6-diphenyl-1,3,5-triazine and 37.0 mg (0.0321 mmol) of tetrakis(triphenylphosphine)palladium were suspended in a mixed solvent composed of 120 mL of toluene and 15 mL of ethanol, and the resultant suspension was heated to 60° C. and maintained at that temperature for 12 hours while being stirred. The obtained reaction mixture was cooled to room temperature, and then distilled und...